This data is from the Open Reaction Database (ORD), a public repository of structured organic reaction records. The task is: describe an organic reaction: reactants, conditions, products, and yield Reactants: C1(=CC=C(C=C1)S(=O)(=O)O)C.ClC1=C(NCC=2NCCN2)C=CC(=C1)Cl (2-((2,4-dichloroanilino)methyl)-2-imidazoline p-toluenesulfonate), C(Cl)Cl (CH2Cl2). Run in O (water). Yields the product ClC1=C(NCC=2NCCN2)C=CC(=C1)Cl (2-((2,4-dichloroanilino)methyl)-2-imidazoline). RXN SMILES: C1(C)C=CC(S(O)(=O)=O)=CC=1.[Cl:12][C:13]1[CH:25]=[C:24]([Cl:26])[CH:23]=[CH:22][C:14]=1[NH:15][CH2:16][C:17]1[NH:18][CH2:19][CH2:20][N:21]=1.C(Cl)Cl>O>[Cl:12][C:13]1[CH:25]=[C:24]([Cl:26])[CH:23]=[CH:22][C:14]=1[NH:15][CH2:16][C:17]1[NH:21][CH2:20][CH2:19][N:18]=1 |f:0.1|. Procedure details: A mixture of 21.5 grams (g) of 2,4-dichloroanilinoacetonitrile, 23.3 g of ethylenediamine p-toluenesulfonate and 75 milliliters (ml) of 1,2-dichlorobenzene was heated with stirring in a round-bottomed three-necked flask at from about 140°-170° C. for about 70 minutes under a small flow of nitrogen. The reaction mixture was cooled and then diluted with methylene chloride. The mixture was cooled and then filtered, which gave 35.1 g of 2-((2,4-dichloroanilino)methyl)-2-imidazoline p-toluenesulfonat... Reactants: C(=O)N1CCN(CC1)CCCC1=C(NC=2CCCCC12)C=O (3-[3-(4-Formyl-piperazin-1-yl)-propyl]-4,5,6,7-tetrahydro-1H-indole-2-carbaldehyde), C(C)S(=O)(=O)C=1C=C2CC(NC2=CC1)=O (5-ethylsulfonyloxindole). Yields the product C(C)S(=O)(=O)C=1C=C2/C(/C(NC2=CC1)=O)=C/C=1NC=2CCCCC2C1CCCN1CCN(CC1)C=O (4-(3-{2-[5-ethanesulfonyl-2-oxo-1,2-dihydro-indol-(3Z)-ylidenemethyl]-4,5,6,7-tetrahydro-1H-indol-3-yl}-propyl)-piperazine-1-carbaldehyde). The yield is 65.3%. As a reaction SMILES: [CH:1]([N:3]1[CH2:8][CH2:7][N:6]([CH2:9][CH2:10][CH2:11][C:12]2[C:20]3[CH2:19][CH2:18][CH2:17][CH2:16][C:15]=3[NH:14][C:13]=2[CH:21]=O)[CH2:5][CH2:4]1)=[O:2].[CH2:23]([S:25]([C:28]1[CH:29]=[C:30]2[C:34](=[CH:35][CH:36]=1)[NH:33][C:32](=[O:37])[CH2:31]2)(=[O:27])=[O:26])[CH3:24]>>[CH2:23]([S:25]([C:28]1[CH:29]=[C:30]2[C:34](=[CH:35][CH:36]=1)[NH:33][C:32](=[O:37])/[C:31]/2=[CH:21]\[C:13]1[NH:14][C:15]2[CH2:16][CH2:17][CH2:18][CH2:19][C:20]=2[C:12]=1[CH2:11][CH2:10][CH2:9][N:6]1[CH2:5][CH2:4][N:3]([CH:1]=[O:2])[CH2:8][CH2:7]1)(=[O:26])=[O:27])[CH3:24]. Procedure details: 3-[3-(4-Formyl-piperazin-1-yl)-propyl]-4,5,6,7-tetrahydro-1H-indole-2-carbaldehyde (91 mg, 0.3 mmol), prepared as described in Example 8, Steps 1-4 above, was condensed with 5-ethylsulfonyloxindole (67 mg, 0.3 mmol, 50%pure) following the procedure used in Example 1 above. The reaction mixture was purified by flash chromatography using (dichloromethane: methanol 30/1, 20/1, 15/1) to give (100 mg, 64% yield) of the desired product. Reactants: ClCCl, CC(C)(C)OC(=O)N1CCN(c2ccc(-c3cc(-c4ccc5cn(Cc6ccccc6)nc5c4)c4c(N)ncnn34)cc2)CC1, O=C(O)C(F)(F)F. The product is Nc1ncnn2c(-c3ccc(N4CCNCC4)cc3)cc(-c3ccc4cn(Cc5ccccc5)nc4c3)c12. Reaction SMILES: [Cl:53][CH2:54][Cl:55].[NH2:1][c:2]1[n:3][cH:4][n:5][n:6]2[c:7]1[c:8](-[c:30]1[cH:31][cH:32][c:33]3[cH:34][n:35]([CH2:39][c:40]4[cH:41][cH:42][cH:43][cH:44][cH:45]4)[n:36][c:37]3[cH:38]1)[cH:9][c:10]2-[c:11]1[cH:12][cH:13][c:14]([N:17]2[CH2:18][CH2:19][N:20]([C:23]([O:24][C:25]([CH3:26])([CH3:27])[CH3:28])=[O:29])[CH2:21][CH2:22]2)[cH:15][cH:16]1.[OH:46][C:47]([C:48]([F:49])([F:50])[F:51])=[O:52]>>[NH2:1][c:2]1[n:3][cH:4][n:5][n:6]2[c:7]1[c:8](-[c:30]1[cH:31][cH:32][c:33]3[cH:34][n:35]([CH2:39][c:40]4[cH:41][cH:42][cH:43][cH:44][cH:45]4)[n:36][c:37]3[cH:38]1)[cH:9][c:10]2-[c:11]1[cH:12][cH:13][c:14]([N:17]2[CH2:18][CH2:19][NH:20][CH2:21][CH2:22]2)[cH:15][cH:16]1. The yield is 95.0%. The reactants are ClC1=NC(=C2N=CN(C2=N1)[C@H]1[C@@H]([C@@H]([C@@H]2C[C@H]12)O)O)NCC1=CC(=CC=C1)C#CCCCCC#C ((1R,2R,3S,4R,5S)-4-(2-Chloro-6-(3-(octa-1,7-diynyl)benzylamino)-9H-purin-9-yl) bicyclo[3.1.0]hexane-2,3-diol), ClC1=NC(=C2N=CN(C2=N1)[C@H]1[C@@H]([C@@H]([C@@H]2C[C@H]12)O)O)NCC1=CC(=CC=C1)C#CCCCC=1N=NN(C1)C1=CC(=C(C=C1)F)[N+](=O)[O-] ((1R,2R,3S,4R,5S)-4-(2-Chloro-6-(3-(5-(1-(4-fluoro-3-nitrophenyl)-1H-1,2,3-triazol-4-yl)pent-1-ynyl)benzylamino)-9H-purin-9-yl)-bicyclo[3.1.0]hexane-2,3-diol). Reaction SMILES: [Cl:1][C:2]1[N:10]=[C:9]2[C:5]([N:6]=[CH:7][N:8]2[C@@H:11]2[C@@H:16]3[C@@H:14]([CH2:15]3)[C@@H:13]([OH:17])[C@H:12]2[OH:18])=[C:4]([NH:19][CH2:20][C:21]2[CH:26]=[CH:25][CH:24]=[C:23]([C:27]#[C:28][CH2:29][CH2:30][CH2:31][CH2:32][C:33]#[CH:34])[CH:22]=2)[N:3]=1.ClC1N=C2C(N=CN2[C@@H]2[C@@H]3[C@@H](C3)[C@@H](O)[C@H]2O)=C(NCC2C=CC=C(C#CCCCC3[N:67]=[N:68][N:69]([C:71]4[CH:76]=[CH:75][C:74]([F:77])=[C:73]([N+:78]([O-:80])=[O:79])[CH:72]=4)C=3)C=2)N=1>>[Cl:1][C:2]1[N:10]=[C:9]2[C:5]([N:6]=[CH:7][N:8]2[C@@H:11]2[C@@H:16]3[C@@H:14]([CH2:15]3)[C@@H:13]([OH:17])[C@H:12]2[OH:18])=[C:4]([NH:19][CH2:20][C:21]2[CH:26]=[CH:25][CH:24]=[C:23]([C:27]#[C:28][CH2:29][CH2:30][CH2:31][CH2:32][C:33]3[N:67]=[N:68][N:69]([C:71]4[CH:76]=[CH:75][C:74]([F:77])=[C:73]([N+:78]([O-:80])=[O:79])[CH:72]=4)[CH:34]=3)[CH:22]=2)[N:3]=1. The product is ClC1=NC(=C2N=CN(C2=N1)[C@H]1[C@@H]([C@@H]([C@@H]2C[C@H]12)O)O)NCC1=CC(=CC=C1)C#CCCCCC=1N=NN(C1)C1=CC(=C(C=C1)F)[N+](=O)[O-] ((1R,2R,3S,4R,5S)-4-(2-Chloro-6-(3-(6-(1-(4-fluoro-3-nitrophenyl)-1H-1,2,3-triazol-4-yl)hex-1-ynyl)benzylamino)-9H-purin-9-yl)-bicyclo[3.1.0]hexane-2,3-diol). Reported procedure: Compound 215 (95%) was synthesized from compound 212 following the same procedure as for compound 214. 1H NMR (CDCl3, 400 MHz) δ 8.44-8.39 (m, 1H), 8.07-8.11 (m, 1H), 7.83 (s, 1H), 7.77 (s, 1H), 7.51-7.43 (m, 2H), 7.33-7.26 (m, 3H), 6.58 (br s, 1H), 4.87 (s, 1H), 4.79 (br s, 2H), 4.15 (s, 1H), 4.02 (d, J=6.8 Hz, 1H), 2.89 (t, J=7.6 Hz, 2H), 2.49 (t, J=6.8 Hz, 2H), 2.08-2.04 (m, 1H), 1.96-1.90 (m, 2H), 1.76-1.64 (m, 3H), 1.31-1.28 (m, 1H), 0.79-0.85 (m, 1H). HRMS calculated for C32H30ClFN9O4 (M+H... Conditions: temperature 60 celsius. Reaction SMILES: [S:1]1[CH:5]=[CH:4][C:3]2[C:6]([N:10]3[CH2:15][CH2:14][N:13]([CH2:16][CH2:17][CH2:18][CH2:19][O:20][C:21]4[CH:30]=[C:29]5[C:24]([CH:25]=[CH:26][C:27](=[O:31])[NH:28]5)=[CH:23][CH:22]=4)[CH2:12][CH2:11]3)=[CH:7][CH:8]=[CH:9][C:2]1=2.[C:32]([OH:39])(=[O:38])[CH2:33][CH2:34][C:35]([OH:37])=[O:36]>ClCCl.CO.CO.O>[C:32]([OH:39])(=[O:38])[CH2:33][CH2:34][C:35]([OH:37])=[O:36].[S:1]1[CH:5]=[CH:4][C:3]2[C:6]([N:10]3[CH2:11][CH2:12][N:13]([CH2:16][CH2:17][CH2:18][CH2:19][O:20][C:21]4[CH:30]=[C:29]5[C:24]([CH:25]=[CH:26][C:27](=[O:31])[NH:28]5)=[CH:23][CH:22]=4)[CH2:14][CH2:15]3)=[CH:7][CH:8]=[CH:9][C:2]1=2 |f:4.5,6.7|. Procedure details: A suspension of 7-[4-(4-benzo[b]thiophen-4-yl-piperazin-1-yl)-butoxy]-1H-quinolin-2-one (2 g) in dichloromethane (20 ml) and methanol (20 ml) was warmed to 60° C., dissolved, and succinic acid (0.6 g) dissolved in methanol-water was added at room temperature. The precipitated crystals were collected by filtration, and dried to give 7-[4-(4-benzo[b]thiophen-4-yl-piperazin-1-yl)-butoxy]-1H-quinolin-2-one succinate (2.4 g). Product: C(CCC(=O)O)(=O)O.S1C2=C(C=C1)C(=CC=C2)N2CCN(CC2)CCCCOC2=CC=C1C=CC(NC1=C2)=O (7-[4-(4-benzo[b]thiophen-4-yl-piperazin-1-yl)-butoxy]-1H-quinolin-2-one succinate). Starting materials: C(CCC(=O)O)(=O)O (succinic acid), S1C2=C(C=C1)C(=CC=C2)N2CCN(CC2)CCCCOC2=CC=C1C=CC(NC1=C2)=O (7-[4-(4-benzo[b]thiophen-4-yl-piperazin-1-yl)-butoxy]-1H-quinolin-2-one). The yield is 94.3%. Solvent: CO.O (methanol water), ClCCl (dichloromethane), CO (methanol). Reactants: FC(C(F)(F)F)(F)C1=CC=CC=C1 (pentafluoroethylbenzene), [N+](=O)(O)[O-] (nitric acid), S(O)(O)(=O)=O (sulfuric acid). Run at temperature 45 celsius. The product is [N+](=O)([O-])C=1C=C(C=CC1)C(C(F)(F)F)(F)F (m-Nitro-pentafluoroethylbenzene). As a reaction SMILES: [F:1][C:2]([C:8]1[CH:13]=[CH:12][CH:11]=[CH:10][CH:9]=1)([F:7])[C:3]([F:6])([F:5])[F:4].[N+:14]([O-])([OH:16])=[O:15].S(=O)(=O)(O)O>>[N+:14]([C:10]1[CH:9]=[C:8]([C:2]([F:7])([F:1])[C:3]([F:5])([F:4])[F:6])[CH:13]=[CH:12][CH:11]=1)([O-:16])=[O:15]. Reported procedure: 74 G. (0.4 moles) of pentafluoroethylbenzene is cooled to 5° C. and treated dropwise with a mixture of 22 g. (0.33 moles) of concentrated nitric acid and 33 g. (0.32 moles) of concentrated sulfuric acid. The temperature is maintained at 5°-15° C. during the 1 hour addition period and then raised to 45° C. for 1 hour. The reaction mixture is cooled and poured onto ice. The aqueous mixture is extracted with ether, the ether extracts washed with water, dried over sodium sulfate, and the residue is ... Reactants: N[C@@H](CCSC)C(=O)O (L-methionine), N1[C@H](C(=O)O)CCC1 (L-proline), C1=CC(=CC=C1C(=O)O)N (PABA), N[C@@H](CC1=CC=CC=C1)C(=O)O (L-phenylalanine). Yields the product N[C@@H]([C@@H](C)CC)C(=O)O (L-isoleucine). Reaction SMILES: [NH2:1][C@H:2]([C:7]([OH:9])=[O:8])[CH2:3][CH2:4]SC.[CH:10]1C(C(O)=O)=CC=C(N)[CH:11]=1.N[C@H](C(O)=O)CC1C=CC=CC=1.N1CCC[C@H]1C(O)=O>>[NH2:1][C@H:2]([C:7]([OH:9])=[O:8])[C@H:3]([CH2:10][CH3:11])[CH3:4]. Procedure details: L-methionine 2 g; PABA 0.2 g; L-phenylalanine 2 g; L-proline 2 g; As a reaction SMILES: [F:1][C:2]1[CH:34]=[CH:33][C:5]([C:6]([NH:8][C@H:9]2[C:18]3[C:13](=[CH:14][CH:15]=[C:16]([N:19]4[CH2:24][CH2:23][N:22](C(OC(C)(C)C)=O)[CH2:21][CH2:20]4)[CH:17]=3)[CH2:12][CH2:11][C@@H:10]2[OH:32])=[O:7])=[CH:4][CH:3]=1.[ClH:35]>O1CCOCC1>[ClH:35].[F:1][C:2]1[CH:3]=[CH:4][C:5]([C:6]([NH:8][C@H:9]2[C:18]3[C:13](=[CH:14][CH:15]=[C:16]([N:19]4[CH2:20][CH2:21][NH:22][CH2:23][CH2:24]4)[CH:17]=3)[CH2:12][CH2:11][C@@H:10]2[OH:32])=[O:7])=[CH:33][CH:34]=1 |f:3.4|. Run in O1CCOCC1 (1,4-dioxane), O1CCOCC1 (dioxane). Conditions: temperature 50 celsius, time 13 hour. The product is Cl.FC1=CC=C(C(=O)N[C@@H]2[C@H](CCC3=CC=C(C=C23)N2CCNCC2)O)C=C1 (4-Fluoro-N-[(1S,2S)-2-hydroxy-7-piperazin-1-yl-tetralin-1-yl]benzamide hydrochloride). Starting materials: FC1=CC=C(C(=O)N[C@@H]2[C@H](CCC3=CC=C(C=C23)N2CCN(CC2)C(=O)OC(C)(C)C)O)C=C1 (tert-butyl 4-[(3S,4S)-4-[(4-fluorobenzoyl)amino]-3-hydroxy-tetralin-6-yl]piperazine-1-carboxylate), Cl (hydrogen chloride). Procedure details: To a solution of tert-butyl 4-[(3S,4S)-4-[(4-fluorobenzoyl)amino]-3-hydroxy-tetralin-6-yl]piperazine-1-carboxylate (19.4 g, 41.3 mmol) in 1,4-dioxane (430 mL) add 4 M hydrogen chloride in dioxane (135 mL) at room temperature. Stir the resulting slurry mechanically at 50° C. for 13 hr. Concentrate the reaction in vacuo to obtain the title compound (24.8 g, quantitative). LC-ES/MS m/z 370 [M+H]+. Starting materials: BrC1=CC=C2C=CC(=NC2=C1)C=CC=1C=C(OC(C(=O)OC)C)C=CC1 (Methyl 2-(3-(2-(7-Bromoquinolin-2-yl)ethenyl)phenoxy)-propanoate), [OH-].[Na+] (sodium hydroxide). The solvent is C1CCOC1 (THF), C(C)O (ethanol). Run at time 8 hour. Product: BrC1=CC=C2C=CC(=NC2=C1)C=CC=1C=C(OC(C(=O)O)C)C=CC1 (2-(3-(2-(7-Bromoquinolin-2-yl)ethenyl)phenoxy)propionic acid). RXN SMILES: [Br:1][C:2]1[CH:11]=[C:10]2[C:5]([CH:6]=[CH:7][C:8]([CH:12]=[CH:13][C:14]3[CH:15]=[C:16]([CH:24]=[CH:25][CH:26]=3)[O:17][CH:18]([CH3:23])[C:19]([O:21]C)=[O:20])=[N:9]2)=[CH:4][CH:3]=1.[OH-].[Na+]>C1COCC1.C(O)C>[Br:1][C:2]1[CH:11]=[C:10]2[C:5]([CH:6]=[CH:7][C:8]([CH:12]=[CH:13][C:14]3[CH:15]=[C:16]([CH:24]=[CH:25][CH:26]=3)[O:17][CH:18]([CH3:23])[C:19]([OH:21])=[O:20])=[N:9]2)=[CH:4][CH:3]=1 |f:1.2|. Reported procedure: To the compound of Example 54 (0.5 g) in THF (10 ml) and ethanol (20 ml) at room temperature was added sodium hydroxide (2N). The reaction mixture was stirred overnight at room temperature. The solution was evaporated under vacuo and then redissolved in H20. To the resulting solution was added acetic acid (1 ml). The yellow solid was filtered to give the title compound.